From a dataset of the Open Reaction Database (ORD), a public repository of structured organic reaction records. describe an organic reaction: reactants, conditions, products, and yield Reactants: CC#N, CCN(C(C)C)C(C)C, CNc1nc(Cl)nc(N2CCC(C(=O)NCc3ccccc3C(F)(F)F)CC2)n1, Nc1ccncc1. Product: CNc1nc(Nc2ccncc2)nc(N2CCC(C(=O)NCc3ccccc3C(F)(F)F)CC2)n1. As a reaction SMILES: [CH3:46][C:47]#[N:48].[CH:30]([N:31]([CH:32]([CH3:33])[CH3:34])[CH2:35][CH3:36])([CH3:37])[CH3:38].[Cl:1][c:2]1[n:3][c:4]([N:10]2[CH2:11][CH2:12][CH:13]([C:16](=[O:17])[NH:18][CH2:19][c:20]3[c:21]([C:26]([F:27])([F:28])[F:29])[cH:22][cH:23][cH:24][cH:25]3)[CH2:14][CH2:15]2)[n:5][c:6]([NH:8][CH3:9])[n:7]1.[NH2:39][c:40]1[cH:41][cH:42][n:43][cH:44][cH:45]1>>[c:2]1([NH:39][c:40]2[cH:41][cH:42][n:43][cH:44][cH:45]2)[n:3][c:4]([N:10]2[CH2:11][CH2:12][CH:13]([C:16](=[O:17])[NH:18][CH2:19][c:20]3[c:21]([C:26]([F:27])([F:28])[F:29])[cH:22][cH:23][cH:24][cH:25]3)[CH2:14][CH2:15]2)[n:5][c:6]([NH:8][CH3:9])[n:7]1.